Dataset: the Open Reaction Database (ORD), a public repository of structured organic reaction records. Task: describe an organic reaction: reactants, conditions, products, and yield The reactants are CC#N, FC(F)(F)CN=C=S, Nc1ccn(CCO)n1. The product is OCCn1ccc(NC(=S)NCC(F)(F)F)n1. As a reaction SMILES: [CH3:18][C:19]#[N:20].[F:1][C:2]([CH2:3][N:4]=[C:5]=[S:6])([F:7])[F:8].[NH2:9][c:10]1[n:11][n:12]([CH2:15][CH2:16][OH:17])[cH:13][cH:14]1>>[F:1][C:2]([CH2:3][NH:4][C:5](=[S:6])[NH:9][c:10]1[n:11][n:12]([CH2:15][CH2:16][OH:17])[cH:13][cH:14]1)([F:7])[F:8]. Starting materials: COC1=CC=C(C=C1)C(NC=1COC(C([C@@](N1)(C)C1=C(C=CC(=C1)Br)F)(F)F)(C)C)(C1=CC=CC=C1)C1=CC=C(C=C1)OC ((R)—N-(bis(4-methoxyphenyl)(phenyl)methyl)-5-(5-bromo-2-fluorophenyl)-6,6-difluoro-5,7,7-trimethyl-2,5,6,7-tetrahydro-1,4-oxazepin-3-amine), CN1N=C(C=C1)N (1-methyl-1H-pyrazol-3-amine). Yields the product COC1=CC=C(C=C1)C(NC=1COC(C([C@@](N1)(C)C1=C(C=CC(=C1)NC1=NN(C=C1)C)F)(F)F)(C)C)(C1=CC=CC=C1)C1=CC=C(C=C1)OC ((R)—N-(bis(4-methoxyphenyl)(phenyl)methyl)-6,6-difluoro-5-(2-fluoro-5-(1-methyl-1H-pyrazol-3-ylamino)phenyl)-5,7,7-trimethyl-2,5,6,7-tetrahydro-1,4-oxazepin-3-amine). Yield: 80.9%. RXN SMILES: [CH3:1][O:2][C:3]1[CH:8]=[CH:7][C:6]([C:9]([C:37]2[CH:42]=[CH:41][C:40]([O:43][CH3:44])=[CH:39][CH:38]=2)([C:31]2[CH:36]=[CH:35][CH:34]=[CH:33][CH:32]=2)[NH:10][C:11]2[CH2:12][O:13][C:14]([CH3:30])([CH3:29])[C:15]([F:28])([F:27])[C@:16]([C:19]3[CH:24]=[C:23](Br)[CH:22]=[CH:21][C:20]=3[F:26])([CH3:18])[N:17]=2)=[CH:5][CH:4]=1.[CH3:45][N:46]1[CH:50]=[CH:49][C:48]([NH2:51])=[N:47]1>>[CH3:1][O:2][C:3]1[CH:8]=[CH:7][C:6]([C:9]([C:37]2[CH:42]=[CH:41][C:40]([O:43][CH3:44])=[CH:39][CH:38]=2)([C:31]2[CH:36]=[CH:35][CH:34]=[CH:33][CH:32]=2)[NH:10][C:11]2[CH2:12][O:13][C:14]([CH3:30])([CH3:29])[C:15]([F:28])([F:27])[C@:16]([C:19]3[CH:24]=[C:23]([NH:51][C:48]4[CH:49]=[CH:50][N:46]([CH3:45])[N:47]=4)[CH:22]=[CH:21][C:20]=3[F:26])([CH3:18])[N:17]=2)=[CH:5][CH:4]=1. Procedure details: Prepared in an analogous manner as described for intermediate A9A or A13A from (R)—N-(bis(4-methoxyphenyl)(phenyl)methyl)-5-(5-bromo-2-fluorophenyl)-6,6-difluoro-5,7,7-trimethyl-2,5,6,7-tetrahydro-1,4-oxazepin-3-amine (intermediate A8B) (210 mg, 315 μmol) and commercially available 1-methyl-1H-pyrazol-3-amine [CAS no 1904-31-0] (62.4 mg, 629 μmol). The (R)—N-(bis(4-methoxyphenyl)(phenyl)methyl)-6,6-difluoro-5-(2-fluoro-5-(1-methyl-1H-pyrazol-3-ylamino)phenyl)-5,7,7-trimethyl-2,5,6,7-tetrahydro-1...